This data is from the Open Reaction Database (ORD), a public repository of structured organic reaction records. The task is: describe an organic reaction: reactants, conditions, products, and yield Starting materials: CCCCCCCC(C)C(=O)c1ccc(O)cc1F, CCCCCCCCCCOc1ccc(C(=O)O)cc1F. Yields the product CCCCCCCCCCOc1ccc(C(=O)O)c(-c2ccc(C(=O)C(C)CCCCCCC)c(F)c2)c1F. Reaction SMILES: [F:1][c:2]1[cH:3][c:4]([OH:19])[cH:5][cH:6][c:7]1[C:8]([CH:9]([CH2:10][CH2:11][CH2:12][CH2:13][CH2:14][CH2:15][CH3:16])[CH3:17])=[O:18].[F:20][c:21]1[cH:22][c:23]([C:24](=[O:25])[OH:26])[cH:27][cH:28][c:29]1[O:30][CH2:31][CH2:32][CH2:33][CH2:34][CH2:35][CH2:36][CH2:37][CH2:38][CH2:39][CH3:40]>>[F:1][c:2]1[cH:3][c:4](-[c:22]2[c:21]([F:20])[c:29]([O:30][CH2:31][CH2:32][CH2:33][CH2:34][CH2:35][CH2:36][CH2:37][CH2:38][CH2:39][CH3:40])[cH:28][cH:27][c:23]2[C:24](=[O:25])[OH:26])[cH:5][cH:6][c:7]1[C:8]([CH:9]([CH2:10][CH2:11][CH2:12][CH2:13][CH2:14][CH2:15][CH3:16])[CH3:17])=[O:18]. Reactants: OCCN1C(C(=C(C1=O)C)C)=O (N-(2-hydroxyethyl)dimethylmaleimide), ClCC(=O)O (chloroacetic acid), S(O)(O)(=O)=O (sulfuric acid), O (water), O (water). Run in C1(=CC=CC=C1)C (toluene). Yields the product ClCC(=O)OCCN1C(C(=C(C1=O)C)C)=O (N-(chloromethylcarbonyloxyethyl)dimethylmaleimide). Yield: 83.9%. RXN SMILES: [OH:1][CH2:2][CH2:3][N:4]1[C:8](=[O:9])[C:7]([CH3:10])=[C:6]([CH3:11])[C:5]1=[O:12].[Cl:13][CH2:14][C:15](O)=[O:16].S(=O)(=O)(O)O.O>C1(C)C=CC=CC=1>[Cl:13][CH2:14][C:15]([O:1][CH2:2][CH2:3][N:4]1[C:8](=[O:9])[C:7]([CH3:10])=[C:6]([CH3:11])[C:5]1=[O:12])=[O:16]. Reported procedure: With stirring, 169.2 g (1 mole) of N-(2-hydroxyethyl)dimethylmaleimide, 113.4 g (1.2 moles) of chloroacetic acid and 11.8 g of concentrated sulfuric acid are heated to reflux in 1000 ml of toluene using a water separator. The formation of water ceases after about 2 hours and 18 ml have separated. The reaction solution is washed with saturated sodium bicarbonate solution and water. The organic phase is dried over magnesium sulfate and concentrated in a rotary evaporator at 40° C. The residue is d... Starting materials: CN1C2=C(C=C1CC(=O)OC)C(CC1=C(C2=O)C=CC=C1)C (methyl 5,10-dihydro-1,4-dimethyl-10-oxo-4H-benzo-[5,6]-cyclohepta[1,2-b]pyrrol-2-acetate), [OH-].[Na+] (sodium hydroxide). The solvent is O (water), C(C)O (ethanol), O (water). The product is CN1C2=C(C=C1CC(=O)O)C(CC1=C(C2=O)C=CC=C1)C (5,10-dihydro-1,4-dimethyl-10-oxo-4H-benzo[5,6]cyclohepta[1,2-b]pyrrol-2-yl-acetic acid). RXN SMILES: [CH3:1][N:2]1[C:6]([CH2:7][C:8]([O:10]C)=[O:9])=[CH:5][C:4]2[CH:12]([CH3:22])[CH2:13][C:14]3[CH:21]=[CH:20][CH:19]=[CH:18][C:15]=3[C:16](=[O:17])[C:3]1=2.[OH-].[Na+]>C(O)C.O>[CH3:1][N:2]1[C:6]([CH2:7][C:8]([OH:10])=[O:9])=[CH:5][C:4]2[CH:12]([CH3:22])[CH2:13][C:14]3[CH:21]=[CH:20][CH:19]=[CH:18][C:15]=3[C:16](=[O:17])[C:3]1=2 |f:1.2|. Reported procedure: To a suspension of methyl 5,10-dihydro-1,4-dimethyl-10-oxo-4H-benzo-[5,6]-cyclohepta[1,2-b]pyrrol-2-acetate (26 mg, 0.087 mmoles) in a mixture of 4 cc ethanol and 0.5 cc water, slight ice-bath cooling, is added 0.06 cc of 2.5 N sodium hydroxide solution. After stirring overnight (nitrogen atmosphere) at ambient temperatures, water (4 cc) is added, the ethanol removed in vacuo, the mixture filtered, and the filtrate acidified with 2 N hydrochloric acid. After aging, the supernatent aqueous soluti... Starting materials: O=CC1=CC(OC)=C(O)C=C1 (vanillin), C([O-])([O-])=O.[K+].[K+] (potassium carbonate), CO (methanol). The reagents and catalysts are [Br-].C(C)[P+](C1=CC=CC=C1)(C1=CC=CC=C1)C1=CC=CC=C1 (ethyl triphenyl phosphonium bromide). The product is C=1(C(O)=CC=C(C=CC)C1)OC (Isoeugenol). Reaction SMILES: O=[CH:2][C:3]1[CH:11]=[CH:10][C:8](O)=[C:5]([O:6][CH3:7])[CH:4]=1.[C:12](=O)([O-])[O-].[K+].[K+].[CH3:18][OH:19]>[Br-].C([P+](C1C=CC=CC=1)(C1C=CC=CC=1)C1C=CC=CC=1)C>[C:5]1([O:6][CH3:7])[C:18](=[CH:12][CH:2]=[C:3]([CH:4]=1)[CH:11]=[CH:10][CH3:8])[OH:19] |f:1.2.3,5.6|. Procedure details: Isoeugenol is synthesized from vanillin in the presence of potassium carbonate and ethyl triphenyl phosphonium bromide in commercial methanol. Reactants: [H][H] (hydrogen), N(C1=CC=CC=C1)C1=C(C=C(C(=O)O)C=C1S(N)(=O)=O)[N+](=O)[O-] (4-anilino-3-nitro-5-sulphamyl-benzoic acid), [OH-].[Na+] (sodium hydroxide), [OH-].[Li+] (lithium hydroxide), [H][H] (hydrogen). Reagents/catalysts: [Pd] (palladium-on-carbon). Run in O (water). Yields the product NC=1C=C(C(=O)O)C=C(C1NC1=CC=CC=C1)S(N)(=O)=O (3amino-4-anilino-5-sulphamyl-benzoic acid). Reaction SMILES: [NH:1]([C:8]1[C:16]([S:17](=[O:20])(=[O:19])[NH2:18])=[CH:15][C:11]([C:12]([OH:14])=[O:13])=[CH:10][C:9]=1[N+:21]([O-])=O)[C:2]1[CH:7]=[CH:6][CH:5]=[CH:4][CH:3]=1.[OH-].[Na+].[OH-].[Li+].[H][H]>O.[Pd]>[NH2:21][C:9]1[CH:10]=[C:11]([CH:15]=[C:16]([S:17](=[O:20])(=[O:19])[NH2:18])[C:8]=1[NH:1][C:2]1[CH:7]=[CH:6][CH:5]=[CH:4][CH:3]=1)[C:12]([OH:14])=[O:13] |f:1.2,3.4|. Reported procedure: A suspension of 4-anilino-3-nitro-5-sulphamyl-benzoic acid (7 g) in water (80 ml) was adjusted to a pH of 9 by the addition of 2N sodium hydroxide or lithium hydroxide, and the resulting solution was hydrogenated at room temperature and 1.1 atmospheres hydrogen pressure after the addition of a palladium-on-carbon catalyst (0.3 g catalyst containing 10% Pd). After the hydrogen uptake had become negligible, the catalyst was removed by filtration, and the 3-amino-4-anilino-5-sulphamyl-benzoic acid ... Starting materials: NC=1NC(C2=C(N1)NC=C2)=O (2-amino-3,7-dihydro-pyrrolo[2,3-d]pyrimidin-4-one), C(CCCCCCC)(=O)Cl (octanoyl chloride), NC=1NC(C2=C(N1)NC=C2CNC2=CC=C(C(=O)O)C=C2)=O (4-[(2-amino-4-oxo-4,7-dihydro-3H-pyrrolo[2,3-d]pyrimidin-5-ylmethyl)-amino]-benzoic acid), NC=1NC(C2=C(N1)NC=C2CNC2=CC=C(C=C2)CC2=CC=C(C=C2)N)=O (2-amino-5-{[4-(4-amino-benzyl)-phenylamino]-methyl}-3,7-dihydro-pyrrolo[2,3-d]pyrimidin-4-one), NC=1NC(C2=C(N1)NC=C2CNC2=CC=C(C(=O)O)C=C2)=O (4-[(2-amino-4-oxo-4,7-dihydro-3H-pyrrolo[2,3-d]pyrimidin-5-ylmethyl)-amino]-benzoic acid). Solvent: N1=CC=CC=C1 (pyridine). Product: C(CCCCCCC)(=O)N1C=CC2=C1N=C(NC2=O)NC(CCCCCCC)=O (octanoic acid(7-octanoyl-4-oxo-4,7-dihydro-3H-pyrrolo[2,3-d]pyrimidin-2-yl)-amide). As a reaction SMILES: [NH2:1][C:2]1[NH:3][C:4](=[O:22])[C:5]2[C:10](CNC3C=CC(C(O)=O)=CC=3)=[CH:9][NH:8][C:6]=2[N:7]=1.NC1NC(=O)C2C(CNC3C=C[C:38]([CH2:41][C:42]4[CH:47]=[CH:46][C:45](N)=[CH:44][CH:43]=4)=CC=3)=CNC=2N=1.NC1NC(=[O:60])C2C=CNC=2N=1.[C:61](Cl)(=[O:69])[CH2:62][CH2:63][CH2:64][CH2:65][CH2:66][CH2:67][CH3:68]>N1C=CC=CC=1>[C:61]([N:8]1[C:6]2[N:7]=[C:2]([NH:1][C:43](=[O:60])[CH2:44][CH2:45][CH2:46][CH2:47][CH2:42][CH2:41][CH3:38])[NH:3][C:4](=[O:22])[C:5]=2[CH:10]=[CH:9]1)(=[O:69])[CH2:62][CH2:63][CH2:64][CH2:65][CH2:66][CH2:67][CH3:68]. Reported procedure: The syntheses of 4-[(2-amino-4-oxo-4,7-dihydro-3H-pyrrolo[2,3-d]pyrimidin-5-ylmethyl)-amino]-benzoic acid 21 and 2-amino-5-{[4-(4-amino-benzyl)-phenylamino]-methyl}-3,7-dihydro-pyrrolo[2,3-d]pyrimidin-4-one 24 are shown in FIG. 22. FIG. 22A details the synthesis of 4-[(2-amino-4-oxo-4,7-dihydro-3H-pyrrolo[2,3-d]pyrimidin-5-ylmethyl)-amino]-benzoic acid 21. 2-amino-3,7-dihydro-pyrrolo[2,3-d]pyrimidin-4-one 15 is reacted with octanoyl chloride in pyridine to produce octanoic acid(7-octanoyl-4-oxo-... Starting materials: BrC1=C(C=C(N(C1=O)C1=C(C=CC=C1F)F)C=O)OCC1=C(C=C(C=C1)F)F (5-bromo-4-[(2,4-difluorobenzyl)oxy]-1-(2,6-difluorophenyl)-6-oxo-1,6-dihydropyridine-2-carbaldehyde), COCCN (2-methoxy ethylamine), triacetoxy sodium borohydride. Solvent: ClCCl (dichloromethane). The product is BrC=1C(N(C(=CC1OCC1=C(C=C(C=C1)F)F)CNCCOC)C1=C(C=CC=C1F)F)=O (3-bromo-4-[(2,4-difluorobenzyl)oxy]-1-(2,6-difluorophenyl)-6-{[(2-methoxyethyl)amino]methyl}pyridin-2(1H)-one). Yield: 36.0%. Reaction SMILES: [Br:1][C:2]1[C:7](=[O:8])[N:6]([C:9]2[C:14]([F:15])=[CH:13][CH:12]=[CH:11][C:10]=2[F:16])[C:5]([CH:17]=O)=[CH:4][C:3]=1[O:19][CH2:20][C:21]1[CH:26]=[CH:25][C:24]([F:27])=[CH:23][C:22]=1[F:28].[CH3:29][O:30][CH2:31][CH2:32][NH2:33]>ClCCl>[Br:1][C:2]1[C:7](=[O:8])[N:6]([C:9]2[C:14]([F:15])=[CH:13][CH:12]=[CH:11][C:10]=2[F:16])[C:5]([CH2:17][NH:33][CH2:32][CH2:31][O:30][CH3:29])=[CH:4][C:3]=1[O:19][CH2:20][C:21]1[CH:26]=[CH:25][C:24]([F:27])=[CH:23][C:22]=1[F:28]. Reported procedure: The title compound was prepared by reacting 5-bromo-4-[(2,4-difluorobenzyl)oxy]-1-(2,6-difluorophenyl)-6-oxo-1,6-dihydropyridine-2-carbaldehyde -(0.319 g, 0.7 mmol) with 2-methoxy ethylamine (0.086 ml, 1.0 mmol) and triacetoxy sodium borohydride (0.42 g, 2.0 mmol) in dichloromethane (4 mL) by using a procedure, similar to the one described for Example 468. The crude product was purified by flash column chromatography. Elution with (50:50→40:100) hexanes-ethyl acetate to give 0.13 g of the desire... Reactants: CCc1ccc2c(-c3cccc(C#N)c3)c(S(C)(=O)=O)c(C(=O)O)nn12, C1CCNC1, CCN=C=NCCCN(C)C, CN(C)C=O, Cl, On1nnc2ccccc21. Yields the product CCc1ccc2c(-c3cccc(C#N)c3)c(S(C)(=O)=O)c(C(=O)N3CCCC3)nn12. RXN SMILES: [C:1](#[N:2])[c:3]1[cH:4][c:5](-[c:9]2[c:10]3[n:11]([n:12][c:13]([C:19](=[O:20])[OH:21])[c:14]2[S:15](=[O:16])(=[O:17])[CH3:18])[c:22]([CH2:25][CH3:26])[cH:23][cH:24]3)[cH:6][cH:7][cH:8]1.[CH2:27]1[CH2:28][CH2:29][NH:30][CH2:31]1.[CH3:33][N:34]([CH3:35])[CH2:36][CH2:37][CH2:38][N:39]=[C:40]=[N:41][CH2:42][CH3:43].[CH3:54][N:55]([CH3:56])[CH:57]=[O:58].[ClH:32].[OH:44][n:45]1[c:46]2[cH:47][cH:48][cH:49][cH:50][c:51]2[n:52][n:53]1>>[C:1](#[N:2])[c:3]1[cH:4][c:5](-[c:9]2[c:10]3[n:11]([n:12][c:13]([C:19](=[O:21])[N:30]4[CH2:29][CH2:28][CH2:27][CH2:31]4)[c:14]2[S:15](=[O:16])(=[O:17])[CH3:18])[c:22]([CH2:25][CH3:26])[cH:23][cH:24]3)[cH:6][cH:7][cH:8]1. The reactants are ClC1=C2C(NC(=N1)C)=CC(=N2)C2=CC=CC=C2 (4-chloro-2-methyl-6-phenylpyrrolo-[3,2-d]pyrimidine), COC1=CC=C(C=C1)B(O)O (4-methoxyphenylboronic acid), C1(=CC=CC=C1)P(C1=CC=CC=C1)C1=CC=CC=C1 (triphenylphosphine), C(=O)([O-])[O-].[Na+].[Na+] (Na2CO3). The reagents and catalysts are [Pd].[Pd].C(C1=CC=CC=C1)=CC(=O)C=CC1=CC=CC=C1.C(C1=CC=CC=C1)=CC(=O)C=CC1=CC=CC=C1.C(C1=CC=CC=C1)=CC(=O)C=CC1=CC=CC=C1 (tris(dibenzylideneacetone) dipalladium(0)). The solvent is O (H2O), C(C)O (ethanol), C1(=CC=CC=C1)C (toluene). Yields the product COC1=CC=C(C=C1)C1=C2C(NC(=N1)C)=CC(=N2)C2=CC=CC=C2 (4-(4-Methoxyphenyl)-2-methyl-6-phenylpyrrolo[3,2-d]pyrimidine). The yield is 86.1%. Reaction SMILES: Cl[C:2]1[N:7]=[C:6]([CH3:8])[NH:5][C:4]2=[CH:9][C:10]([C:12]3[CH:17]=[CH:16][CH:15]=[CH:14][CH:13]=3)=[N:11][C:3]=12.[CH3:18][O:19][C:20]1[CH:25]=[CH:24][C:23](B(O)O)=[CH:22][CH:21]=1.C1(P(C2C=CC=CC=2)C2C=CC=CC=2)C=CC=CC=1.C([O-])([O-])=O.[Na+].[Na+]>O.[Pd].[Pd].C(=CC(C=CC1C=CC=CC=1)=O)C1C=CC=CC=1.C(=CC(C=CC1C=CC=CC=1)=O)C1C=CC=CC=1.C(=CC(C=CC1C=CC=CC=1)=O)C1C=CC=CC=1.C(O)C.C1(C)C=CC=CC=1>[CH3:18][O:19][C:20]1[CH:25]=[CH:24][C:23]([C:2]2[N:7]=[C:6]([CH3:8])[NH:5][C:4]3=[CH:9][C:10]([C:12]4[CH:17]=[CH:16][CH:15]=[CH:14][CH:13]=4)=[N:11][C:3]=23)=[CH:22][CH:21]=1 |f:3.4.5,7.8.9.10.11|. Reported procedure: A mixture of 4-chloro-2-methyl-6-phenylpyrrolo-[3,2-d]pyrimidine (Example 1(e)) (50 mg, 0.21 mmol), 4-methoxyphenylboronic acid (Aldrich Chemical Company) (44 mg, 0.287 mmol), tris(dibenzylideneacetone) dipalladium(0) (Aldrich Chemical Company) 4.7 mg, 0.0051 mmol, 0.025 eq) and triphenylphosphine (Aldrich Chemical Company) (10.8 mg, 0.041 mmol) in a mixed solvent (600 μL of toluene, 300 μL of 1.0 M Na2CO3, and 150 μL of ethanol) was heated at reflux under N2 for 36 h. upon cooling to the room t...